From a dataset of the Open Reaction Database (ORD), a public repository of structured organic reaction records. describe an organic reaction: reactants, conditions, products, and yield The reactants are CN1CCOCC1, CC(Cl)Cl, C1CCN(C2CCNC2)C1, CN(C)C=O, O=C(O)c1ccc(F)cc1. Product: O=C(c1ccc(F)cc1)N1CCC(N2CCCC2)C1. RXN SMILES: [CH3:11][N:12]1[CH2:13][CH2:14][O:15][CH2:16][CH2:17]1.[Cl:28][CH:29]([Cl:30])[CH3:31].[N:18]1([CH:23]2[CH2:24][NH:25][CH2:26][CH2:27]2)[CH2:19][CH2:20][CH2:21][CH2:22]1.[O:32]=[CH:33][N:34]([CH3:35])[CH3:36].[OH:1][C:2](=[O:3])[c:4]1[cH:5][cH:6][c:7]([F:8])[cH:9][cH:10]1>>[C:2](=[O:3])([c:4]1[cH:5][cH:6][c:7]([F:8])[cH:9][cH:10]1)[N:25]1[CH2:24][CH:23]([N:18]2[CH2:19][CH2:20][CH2:21][CH2:22]2)[CH2:27][CH2:26]1. As a reaction SMILES: [OH:1][C:2]1[CH:10]=[CH:9][C:5]([C:6]([OH:8])=O)=[CH:4][CH:3]=1.C1(N=C=NC2CCCCC2)CCCCC1.[NH2:26][CH2:27][CH2:28][CH2:29][NH:30][CH2:31][CH2:32][CH2:33][CH2:34][NH:35][CH2:36][CH2:37][CH2:38][NH2:39]>COCCOC.CN(C=O)C>[OH:1][C:2]1[CH:3]=[CH:4][C:5]([C:6]([NH:39][CH2:38][CH2:37][CH2:36][NH:35][CH2:34][CH2:33][CH2:32][CH2:31][NH:30][CH2:29][CH2:28][CH2:27][NH2:26])=[O:8])=[CH:9][CH:10]=1 |f:3.4|. Product: OC1=CC=C(C(=O)NCCCNCCCCNCCCN)C=C1 (N-(4-Hydroxybenzoyl)-spermine). The reactants are OC1=CC=C(C(=O)O)C=C1 (4-hydroxybenzoic acid), ArH, C1(CCCCC1)N=C=NC1CCCCC1 (dicyclohexylcarbodiimide), NCCCNCCCCNCCCN (spermine). Solvent: COCCOC.CN(C)C=O (DME DMF). Run at time 48 hour. Procedure: According to the General Procedure using 4-hydroxybenzoic acid (80 mg, 0.58 mMol), dicyclohexylcarbodiimide (125 mg, 0.61 mMol), and spermine (430 mg, 2.13 mMol) in DME/DMF (4 ml, 3:1), activation during 3 h and coupling over 48 h. The product was eluted over silica gel with dichloromethane/methanol/0.880 ammonia solution (2:2:1). The desired amide was in fractions 8-12 and was homogeneous when monitored by tic on silica (CH2Cl2 /MeOH/NH4OH, 2:2:1), Rf =0.29, (23 mg, 12%), lyophilisation gave 7 ... The reactants are CSSC, O=C(O)c1cccs1. The product is Cc1ccsc1C(=O)O. Reaction SMILES: [CH3:1][S:2][S:3][CH3:4].[s:5]1[c:6]([C:10](=[O:11])[OH:12])[cH:7][cH:8][cH:9]1>>[CH3:1][c:7]1[c:6]([C:10](=[O:11])[OH:12])[s:5][cH:9][cH:8]1. Procedure: To a solution of (4-bromophenyl)(pyridin-2-yl)methanol from step 1 (720 mg, 2.73 mmol) in DMF (14 mL) at 0° C., was added sodium hydride portionwise (69 mg, 2.87 mmol). The mixture was stirred 30 minutes before the methyl 2-bromo-4-methylpentanoate was slowly added (469 μL, 2.87 mmol). The reaction was allowed to warm to room temperature and was aged for 3 hours more. The mixture was then poured into brine and extracted 3 times with ethyl acetate. The combined organic extracts were dried and con... The product is BrC1=CC=C(C=C1)C(OC(C(=O)OC)CC(C)C)C1=NC=CC=C1 (methyl 2-[(4-bromophenyl)(pyridin-2-yl)methoxy]-4-methylpentanoate). Conditions: time 3 hour. Solvent: [Cl-].[Na+].O (brine), CN(C)C=O (DMF). Reactants: BrC1=CC=C(C=C1)C(O)C1=NC=CC=C1 ((4-bromophenyl)(pyridin-2-yl)methanol), [H-].[Na+] (sodium hydride), BrC(C(=O)OC)CC(C)C (methyl 2-bromo-4-methylpentanoate). RXN SMILES: [Br:1][C:2]1[CH:7]=[CH:6][C:5]([CH:8]([C:10]2[CH:15]=[CH:14][CH:13]=[CH:12][N:11]=2)[OH:9])=[CH:4][CH:3]=1.[H-].[Na+].Br[CH:19]([CH2:24][CH:25]([CH3:27])[CH3:26])[C:20]([O:22][CH3:23])=[O:21]>CN(C=O)C.[Cl-].[Na+].O>[Br:1][C:2]1[CH:7]=[CH:6][C:5]([CH:8]([C:10]2[CH:15]=[CH:14][CH:13]=[CH:12][N:11]=2)[O:9][CH:19]([CH2:24][CH:25]([CH3:27])[CH3:26])[C:20]([O:22][CH3:23])=[O:21])=[CH:4][CH:3]=1 |f:1.2,5.6.7|. The reactants are C(C)OC(C(CC(C)C)C=1C=C(C=C(C1)OS(=O)(=O)C(F)(F)F)C1=CC=C(C=C1)C(F)(F)F)=O (4-Methyl-2-(5-trifluoromethanesulfonyloxy-4′-trifluoromethyl-biphenyl-3-yl)-pentanoic acid ethyl ester), ClC1=CC=C(C=C1)B(O)O (4-chlorophenylboronic acid). Product: ClC1=CC=C(C=C1)C1=CC(=CC(=C1)C(C(=O)O)CC(C)C)C1=CC=C(C=C1)C(F)(F)F (2-(4-Chloro-4″-trifluoromethyl-[1,1′;3′,1″]terphenyl-5′-yl)-4-methyl-pentanoic acid). Reaction SMILES: C([O:3][C:4](=[O:34])[CH:5]([C:10]1[CH:11]=[C:12]([C:24]2[CH:29]=[CH:28][C:27]([C:30]([F:33])([F:32])[F:31])=[CH:26][CH:25]=2)[CH:13]=[C:14](OS(C(F)(F)F)(=O)=O)[CH:15]=1)[CH2:6][CH:7]([CH3:9])[CH3:8])C.[Cl:35][C:36]1[CH:41]=[CH:40][C:39](B(O)O)=[CH:38][CH:37]=1>>[Cl:35][C:36]1[CH:41]=[CH:40][C:39]([C:14]2[CH:15]=[C:10]([CH:5]([CH2:6][CH:7]([CH3:9])[CH3:8])[C:4]([OH:34])=[O:3])[CH:11]=[C:12]([C:24]3[CH:25]=[CH:26][C:27]([C:30]([F:31])([F:32])[F:33])=[CH:28][CH:29]=3)[CH:13]=2)=[CH:38][CH:37]=1. Procedure: The title compound was prepared from a Suzuki coupling of 4-Methyl-2-(5-trifluoromethanesulfonyloxy-4′-trifluoromethyl-biphenyl-3-yl)-pentanoic acid ethyl ester (intermediate Example 1g) with 4-chlorophenylboronic acid under the conditions described in Example 1; 1H NMR (400 MHz, MeOD) δ ppm 0.87 (dd, J=6.60, 3.18 Hz, 6H), 1.41-1.51 (m, 1H), 1.65 (ddd, J=13.69, 7.21, 6.97 Hz, 1H), 1.95 (ddd, J=13.57, 7.70, 7.58 Hz, 1H), 3.74 (t, J=7.83 Hz, 1H), 7.33-7.40 (m, 2H), 7.50-7.59 (m, 4H), 7.65 (s, 1H),...